This data is from the Open Reaction Database (ORD), a public repository of structured organic reaction records. The task is: describe an organic reaction: reactants, conditions, products, and yield Starting materials: ClC=1C=CC(=C(C1)CO)OCC1=CC=CC=C1 ({5-chloro-2-[(phenylmethyl)oxy]phenyl}methanol), P(Br)(Br)Br (Phosphorus tribromide). The solvent is ClCCl (dichloromethane), ClCCl (dichloromethane). Conditions: temperature -10 celsius, time 15 minute. Yields the product C1(=CC=CC=C1)COC1=C(C=C(C=C1)Cl)CBr (4-Chloro-2-(bromomethyl)phenyl phenylmethyl ether). Reaction SMILES: [Cl:1][C:2]1[CH:3]=[CH:4][C:5]([O:10][CH2:11][C:12]2[CH:17]=[CH:16][CH:15]=[CH:14][CH:13]=2)=[C:6]([CH2:8]O)[CH:7]=1.P(Br)(Br)[Br:19]>ClCCl>[C:12]1([CH2:11][O:10][C:5]2[CH:4]=[CH:3][C:2]([Cl:1])=[CH:7][C:6]=2[CH2:8][Br:19])[CH:17]=[CH:16][CH:15]=[CH:14][CH:13]=1. Reported procedure: {5-chloro-2-[(phenylmethyl)oxy]phenyl}methanol (8.2 g, 33 mmol) was dissolved in dry dichloromethane under nitrogen and cooled to −10° C. Phosphorus tribromide (3.12 ml, 33 mmol) in dry dichloromethane (15 ml) was added slowly. The mixture was left at −10° C. for 15 mins, then stirred at room temperature overnight. TLC showed no more starting material. The mixture was then quenched with a saturated sodium hydrogen carbonate solution added very slowly. The mixture was diluted with dichloromethane... The reactants are 0.076, C=CC=C (butadiene), CCN(CC)CCOC=1C=CC(=CC1)CC=2C=CC=CC2.Cl (DPPE), N1CCOCC1 (morpholine), C1(=CC=C(C=C1)S(=O)(=O)O)C (p-toluenesulfonic acid). Reagents/catalysts: C/C(=C/C(=O)C)/[O-].C/C(=C/C(=O)C)/[O-].[Pd+2] (Pd(acac)2). The solvent is CO (methanol). Run at temperature 100 celsius, time 17 hour. Yields the product C=CC=CC=CCC (octatriene), (1,N)-(but-2-enyl)-morpholine, C(=CC=CCCCC)N (octadienylamine). Reaction SMILES: [NH:1]1[CH2:6][CH2:5]OCC1.CCN(CCO[C:15]1[CH:16]=[CH:17][C:18]([CH2:21][C:22]2C=CC=CC=2)=[CH:19][CH:20]=1)CC.Cl.[C:29]1(C)[CH:34]=[CH:33][C:32](S(O)(=O)=O)=[CH:31][CH:30]=1.C=CC=C>C/C(/[O-])=C/C(C)=O.C/C(/[O-])=C/C(C)=O.[Pd+2].CO>[CH2:17]=[CH:16][CH:15]=[CH:20][CH:19]=[CH:18][CH2:21][CH3:22].[CH:6]([NH2:1])=[CH:5][CH:34]=[CH:29][CH2:30][CH2:31][CH2:32][CH3:33] |f:1.2,5.6.7|. Procedure: A solution of 8.70 g (100 mmol) of morpholine, 0.076 (0.25 mmol) of Pd(acac)2 (acac=acetylacetonate), and 0.35 g (0.875 mmol) of DPPE was admixed with 0.141 g of p-toluenesulfonic acid and 2.4 g of methanol. After forcing in 5.4 g (100 mmol) of butadiene, the mixture was stirred for 17 h at 100° C. under autogenous pressure. There is obtained a yield of 96% at a selectivity of 1 percent by area of octatriene, 3 percent by area of (3,N)-(but-1-enyl)morpholine, 94 percent by area of (1,N)-(but-2-e... The reactants are [BH4-], CO, [Na+], CC(=O)c1nsc2nc3ccccc3n12, O. The product is CC(O)c1nsc2nc3ccccc3n12. As a reaction SMILES: [BH4-:16].[CH3:19][OH:20].[Na+:17].[O:1]=[C:2]([CH3:3])[c:4]1[n:5][s:6][c:7]2[n:8][c:9]3[c:10]([n:11]12)[cH:12][cH:13][cH:14][cH:15]3.[OH2:18]>>[OH:1][CH:2]([CH3:3])[c:4]1[n:5][s:6][c:7]2[n:8][c:9]3[c:10]([n:11]12)[cH:12][cH:13][cH:14][cH:15]3. The reactants are OCCN1C(C(=NC2=CC=CC=C12)C(=O)OCC)=O (3,4-Dihydro-4(2-hydroxyethyl)-3-oxo-2- quinoxalinecarboxyic acid, ethyl ester), Cl (hydrochloric acid). Solvent: [OH-].[Na+] (sodium hydroxide). Product: OCCN1C(C(=NC2=CC=CC=C12)C(=O)O)=O (3,4-Dihydro-4(2-hydroxyethyl)-3-oxo-2-quinoxalinecarboxylic acid). As a reaction SMILES: [OH:1][CH2:2][CH2:3][N:4]1[C:13]2[C:8](=[CH:9][CH:10]=[CH:11][CH:12]=2)[N:7]=[C:6]([C:14]([O:16]CC)=[O:15])[C:5]1=[O:19].Cl>[OH-].[Na+]>[OH:1][CH2:2][CH2:3][N:4]1[C:13]2[C:8](=[CH:9][CH:10]=[CH:11][CH:12]=2)[N:7]=[C:6]([C:14]([OH:16])=[O:15])[C:5]1=[O:19] |f:2.3|. Procedure: 3,4-Dihydro-4(2-hydroxyethyl)-3-oxo-2- quinoxalinecarboxyic acid, ethyl ester (10 g) in aqueous sodium hydroxide (100 ml., 2N) was warmed at 80°-100° for 5 minutes. The yellow solution was acidified with hydrochloric acid (2N) and the solid that crystallised was collected and dried. It had m.p. 195° (d). Reactants: CC(C)(C)[Si](C)(C)OCC(=CC(=O)O)CO, ClCCl, CC(C)C[AlH]CC(C)C. Product: CC(C)(C)[Si](C)(C)OCC(=CCO)CO. RXN SMILES: [C:1]([CH3:2])([CH3:3])([CH3:4])[Si:5]([O:6][CH2:7][C:8](=[CH:9][C:10](=[O:11])[OH:12])[CH2:13][OH:14])([CH3:15])[CH3:16].[CH2:26]([Cl:27])[Cl:28].[CH3:17][CH:18]([CH2:19][AlH:20][CH2:21][CH:22]([CH3:23])[CH3:24])[CH3:25]>>[C:1]([CH3:2])([CH3:3])([CH3:4])[Si:5]([O:6][CH2:7][C:8](=[CH:9][CH2:10][OH:11])[CH2:13][OH:14])([CH3:15])[CH3:16]. Reactants: N1C[C@@H](CC1)NC(OC(C)(C)C)=O (tert-Butyl(3R)-pyrrolidin-3-ylcarbamate), FC1=CC=C(C=C1)[N+](=O)[O-] (4-fluoronitrobenzene), C([O-])([O-])=O.[K+].[K+] (potassium carbonate). Run in C(C)#N (acetonitrile). The product is C(C)(C)(C)OC(N[C@H]1CN(CC1)C1=CC=C(C=C1)[N+](=O)[O-])=O (tert-Butyl[(3R)-1-(4-nitrophenyl)pyrrolidin-3-yl]carbamate). The yield is 97.5%. As a reaction SMILES: [NH:1]1[CH2:5][CH2:4][C@@H:3]([NH:6][C:7](=[O:13])[O:8][C:9]([CH3:12])([CH3:11])[CH3:10])[CH2:2]1.F[C:15]1[CH:20]=[CH:19][C:18]([N+:21]([O-:23])=[O:22])=[CH:17][CH:16]=1.C(=O)([O-])[O-].[K+].[K+]>C(#N)C>[C:9]([O:8][C:7](=[O:13])[NH:6][C@@H:3]1[CH2:4][CH2:5][N:1]([C:15]2[CH:20]=[CH:19][C:18]([N+:21]([O-:23])=[O:22])=[CH:17][CH:16]=2)[CH2:2]1)([CH3:10])([CH3:12])[CH3:11] |f:2.3.4|. Reported procedure: tert-Butyl(3R)-pyrrolidin-3-ylcarbamate (4.54 g, 24.4 mmol), 4-fluoronitrobenzene (3.78 g, 24 mmol) and potassium carbonate (3.54 g 25.6 mmol) in acetonitrile (70 ml) were heated under reflux for 18 hours. After evaporation under reduced pressure, the mixture was dissolved in DCM (200 ml), and washed with water (100 ml) and saturated sodium chloride solution (25 ml). The solution was dried and filtered. After evaporation under reduced pressure, chromatography on silica gel eluting with DCM gave ...